describe an organic reaction: reactants, conditions, products, and yield From a dataset of the Open Reaction Database (ORD), a public repository of structured organic reaction records. Starting materials: COC(=O)C1=NC(=NC(=C1)Cl)Cl (2,6-dichloro-pyrimidine-4-carboxylic acid methyl ester), C(C)(C)(C)OC(=O)N1CCC(CC1)N (4-amino-piperidine-1-carboxylic acid tert-butyl ester). Solvent: CN(C)C=O (DMF). Product: COC(=O)C1=NC(=NC(=C1)NC1CCN(CC1)C(=O)OC(C)(C)C)Cl (6-(1-tert-Butoxycarbonyl-piperidin-4-ylamino)-2-chloro-pyrimidine-4-carboxylic acid methyl ester). RXN SMILES: [CH3:1][O:2][C:3]([C:5]1[CH:10]=[C:9](Cl)[N:8]=[C:7]([Cl:12])[N:6]=1)=[O:4].[C:13]([O:17][C:18]([N:20]1[CH2:25][CH2:24][CH:23]([NH2:26])[CH2:22][CH2:21]1)=[O:19])([CH3:16])([CH3:15])[CH3:14]>CN(C=O)C>[CH3:1][O:2][C:3]([C:5]1[CH:10]=[C:9]([NH:26][CH:23]2[CH2:22][CH2:21][N:20]([C:18]([O:17][C:13]([CH3:16])([CH3:15])[CH3:14])=[O:19])[CH2:25][CH2:24]2)[N:8]=[C:7]([Cl:12])[N:6]=1)=[O:4]. Procedure details: A mixture of 2,6-dichloro-pyrimidine-4-carboxylic acid methyl ester (3.98 g, 19.19 mmol, 1.0 equiv; commercially available) and 4-amino-piperidine-1-carboxylic acid tert-butyl ester (5.0 g, 24.94 mmol, 1.3 equiv) in anhydrous DMF (100 mL) was heated to 60° C. for 18 h. The organic phase was concentrated under reduced pressure and the crude reaction mixture extracted from a 1 M NaOH (100 mL) solution with ethyl acetate (3×50 mL). The combined organic phases were dried over MgSO4 and the product p... The reactants are N1C(CC1)=O (azetidin-2-one), C(C)(=O)[O-].[Na+] (sodiumacetate), O=O (oxygen), C(C)=O (acetaldehyde), O=O (oxygen), S(=O)([O-])[O-].[Na+].[Na+] (sodium sulfite). Reagents/catalysts: O.O.O.[Ru](Cl)(Cl)Cl (ruthenium chloride trihydrate). The solvent is C(C)(=O)O (acetic acid), C(C)(=O)OCC (ethyl acetate). Conditions: temperature 40 celsius, time 3 hour. Product: C(C)(=O)OC1CC(N1)=O (4-acetoxyazetidin-2-one). The yield is 352.0%. RXN SMILES: [NH:1]1[CH2:4][CH2:3][C:2]1=[O:5].[C:6]([O-:9])(=[O:8])[CH3:7].[Na+].O=O.C(=O)C.S([O-])([O-])=O.[Na+].[Na+]>O.O.O.[Ru](Cl)(Cl)Cl.C(O)(=O)C.C(OCC)(=O)C>[C:6]([O:9][CH:4]1[NH:1][C:2](=[O:5])[CH2:3]1)(=[O:8])[CH3:7] |f:1.2,5.6.7,8.9.10.11|. Procedure details: In a Schlenk's tube were charged 710 mg (10 mmole) of azetidin-2-one, 205 mg (2.5 mmole) of anhydrous sodiumacetate, and 130 mg (0.5 mmole, 5 mole %) of ruthenium chloride trihydrate. After thoroughly displacing the atmosphere with oxygen, a balloon filled with oxygen was fitted to the reactor. To the mixture were added 100 ml of ethyl acetate and 5 ml of acetic acid, followed by heating at 40° C. for 30 minutes with stirring. To the reaction mixture was added 1.1 ml (20 mmole) of acetaldehyde a... The reactants are O=C1C(=C(OC1)NCCC1=CC=CC=C1)C(=O)OCC (ethyl 4-oxo-2-(phenethylamino)-4,5-dihydrofuran-3-carboxylate), N1C=C(C2=CC=CN=C12)C=O (7-azaindole-3-carboxaldehyde), Cl (hydrochloric acid). Run in C(C)O (ethanol), C(C)O (ethanol). The product is Cl.N1C=C(C=2C1=NC=CC2)C=C2C(C(=C(O2)NCCC2=CC=CC=C2)C(=O)OCC)=O (Ethyl 5-[(1H-pyrrolo[2,3-b]pyridin-3-yl)methylene]-4-oxo-2-(phenethylamino)-4,5-dihydrofuran-3-carboxylate hydrochloride). The yield is 32.0%. As a reaction SMILES: [O:1]=[C:2]1[CH2:6][O:5][C:4]([NH:7][CH2:8][CH2:9][C:10]2[CH:15]=[CH:14][CH:13]=[CH:12][CH:11]=2)=[C:3]1[C:16]([O:18][CH2:19][CH3:20])=[O:17].[NH:21]1[C:29]2[C:24](=[CH:25][CH:26]=[CH:27][N:28]=2)[C:23]([CH:30]=O)=[CH:22]1.[ClH:32]>C(O)C>[ClH:32].[NH:21]1[C:29]2=[N:28][CH:27]=[CH:26][CH:25]=[C:24]2[C:23]([CH:30]=[C:6]2[O:5][C:4]([NH:7][CH2:8][CH2:9][C:10]3[CH:11]=[CH:12][CH:13]=[CH:14][CH:15]=3)=[C:3]([C:16]([O:18][CH2:19][CH3:20])=[O:17])[C:2]2=[O:1])=[CH:22]1 |f:4.5|. Procedure: To a solution of ethyl 4-oxo-2-(phenethylamino)-4,5-dihydrofuran-3-carboxylate (0.041 g, 0.15 mmol) which similarly prepared according to the procedure described in the Example 4, First step and 7-azaindole-3-carboxaldehyde (0.022 g, 0.15 mmol) in ethanol (1.0 mL), 2M hydrochloric acid in ethanol (0.16 mL, 0.32 mmol) was added at ambient temperature. The mixture was refluxed for 3 h. Cooled to ambient temperature, the precipitate was collected by filtration, washed with ethanol and diisopropyl e... Reactants: CN1CC(CC1)CS(=O)(=O)[O-] (N-methyl-3-pyrrolidinylmesylate), [H-].[Na+] (sodium hydride), S(C)(=O)(=O)[O-] (mesylate), [H-].[Na+] (sodium hydride), CN1CC(CC1)CS(=O)(=O)[O-] (N-methyl-3-pyrrolidinylmesylate), ClC1=C(C(=O)N)C=C(C=C1)[N+](=O)[O-] (2-chloro-5-nitrobenzamide). Solvent: CN(C=O)C (dimethylformamide), CN(C=O)C (dimethylformamide), CN(C=O)C (dimethylformamide). Run at time 1 hour. Product: CN1CC(CC1)OC1=C(C(=O)N)C=C(C=C1)[N+](=O)[O-] (2-(1-Methyl-3-pyrrolidinyloxy)-5-nitrobenzamide). Isolated yield 12.0%. RXN SMILES: [H-].[Na+].Cl[C:4]1[CH:12]=[CH:11][C:10]([N+:13]([O-:15])=[O:14])=[CH:9][C:5]=1[C:6]([NH2:8])=[O:7].[CH3:16][N:17]1[CH2:21][CH2:20][CH:19](CS([O-])(=O)=O)[CH2:18]1.S([O-])(=O)(=[O:29])C>CN(C)C=O>[CH3:16][N:17]1[CH2:21][CH2:20][CH:19]([O:29][C:4]2[CH:12]=[CH:11][C:10]([N+:13]([O-:15])=[O:14])=[CH:9][C:5]=2[C:6]([NH2:8])=[O:7])[CH2:18]1 |f:0.1|. Reported procedure: To a cooled suspension of sodium hydride (2.42 g of 60% content 0.06 mole) in 50 ml of dimethylformamide under nitrogen was added dropwise a solution of 10 g (0.055 mole) of 2-chloro-5-nitrobenzamide in 20 ml dimethylformamide. The suspension was stirred at room temperature for 1 hr and heated to 60° C. at which time 9.9 g (0.055 mole) of N-methyl-3-pyrrolidinylmesylate (freshly prepared) in 10 ml of dimethylformamide was added. The reaction mixture was heated to 135° C. for 24 hr. Since little ... Reactants: C(CCC)[Sn](CCCC)=O (Dibutyltin oxide), C[Si](C)(C)N=[N+]=[N-] (trimethylsilyl azide), O1COC2=C1C=CC(=C2)OC2=C(C(=O)NCC1=C(C=C(C=C1)OC(C)C#N)F)C=CC=N2 ((±)-2-(benzo[1,3]dioxol-5-yloxy)-N-[4-(1-cyano-ethoxy)-2-fluoro-benzyl]-nicotinamide). Run in CO (methanol), C1(=CC=CC=C1)C (toluene). Reaction conditions: temperature 55 celsius, time 15 minute. The product is O1COC2=C1C=CC(=C2)OC2=C(C(=O)NCC1=C(C=C(C=C1)OC(C)C1=NN=NN1)F)C=CC=N2 ((±)-2-(Benzo[1,3]dioxol-5-yloxy)-N-{2-fluoro-4-[1-(1H-tetrazol-5-yl)-ethoxy]-benzyl}-nicotinamide). The yield is 27.5%. RXN SMILES: [O:1]1[C:5]2[CH:6]=[CH:7][C:8]([O:10][C:11]3[N:32]=[CH:31][CH:30]=[CH:29][C:12]=3[C:13]([NH:15][CH2:16][C:17]3[CH:22]=[CH:21][C:20]([O:23][CH:24]([C:26]#[N:27])[CH3:25])=[CH:19][C:18]=3[F:28])=[O:14])=[CH:9][C:4]=2[O:3][CH2:2]1.C([Sn](=O)CCCC)CCC.C[Si]([N:47]=[N+:48]=[N-:49])(C)C>C1(C)C=CC=CC=1.CO>[O:1]1[C:5]2[CH:6]=[CH:7][C:8]([O:10][C:11]3[N:32]=[CH:31][CH:30]=[CH:29][C:12]=3[C:13]([NH:15][CH2:16][C:17]3[CH:22]=[CH:21][C:20]([O:23][CH:24]([C:26]4[NH:49][N:48]=[N:47][N:27]=4)[CH3:25])=[CH:19][C:18]=3[F:28])=[O:14])=[CH:9][C:4]=2[O:3][CH2:2]1. Procedure: A solution of (±)-2-(benzo[1,3]dioxol-5-yloxy)-N-[4-(1-cyano-ethoxy)-2-fluoro-benzyl]-nicotinamide (1.5 g, 3.5 mmol) in anhydrous toluene (5 mL) was transferred to a small pressure flask. Dibutyltin oxide (0.53 g, 2.1 mmol) and trimethylsilyl azide (1.7 mL, 21 mmol) were added. The tube was sealed and placed behind a blast shield. The reaction was stirred 15 min at 55° C., then warmed to 110° C. with stirring over night. The black reaction mix was cooled to 0–5° C., the pressure flask opened, an... Reactants: NC=1C(N(C(=CC1CC1=CC=C(C=C1)F)C)CC(=O)OC)=O (methyl 3-amino-4-[(4-fluorophenyl)methyl]-6-methyl-2-oxo-1,2-dihydro-pyridine-1-acetate), ClC(=O)OCC1=CC=CC=C1 (phenylmethyl chloroformate). Product: FC1=CC=C(C=C1)CC1=C(C(N(C(=C1)C)CC(=O)OC)=O)NC(=O)OCC1=CC=CC=C1 (Methyl 4-[(4-fluorophenyl)methyl]-6-methyl-2-oxo-3-[[(phenylmethoxy)carbonyl]amino]-1,2-dihydropyridine-1-acetate). The yield is 83.0%. Reaction SMILES: [NH2:1][C:2]1[C:3](=[O:22])[N:4]([CH2:17][C:18]([O:20][CH3:21])=[O:19])[C:5]([CH3:16])=[CH:6][C:7]=1[CH2:8][C:9]1[CH:14]=[CH:13][C:12]([F:15])=[CH:11][CH:10]=1.Cl[C:24]([O:26][CH2:27][C:28]1[CH:33]=[CH:32][CH:31]=[CH:30][CH:29]=1)=[O:25]>>[F:15][C:12]1[CH:13]=[CH:14][C:9]([CH2:8][C:7]2[CH:6]=[C:5]([CH3:16])[N:4]([CH2:17][C:18]([O:20][CH3:21])=[O:19])[C:3](=[O:22])[C:2]=2[NH:1][C:24]([O:26][CH2:27][C:28]2[CH:33]=[CH:32][CH:31]=[CH:30][CH:29]=2)=[O:25])=[CH:10][CH:11]=1. Procedure details: 1.8 g (5.91 mmol) of methyl 3-amino-4-[(4-fluorophenyl)methyl]-6-methyl-2-oxo-1,2-dihydro-pyridine-1-acetate are treated with 1 ml (7.09 mmol) of phenylmethyl chloroformate according to the method described in Example 3. The residue is purified by chromatography on a silica gel column, eluting with a dichloromethane:methanol (98:2) mixture. 2.15 g of product are obtained. Starting materials: N#Cc1ccc(F)c(C=O)c1, CC#N, CCOC(C)=O, [O-][Cl+][O-], [Na+], [Na+], [Na+], [Na+], O=P([O-])(O)O, OO, O=S([O-])[O-]. The product is N#Cc1ccc(F)c(C(=O)O)c1. RXN SMILES: [C:1](#[N:2])[c:3]1[cH:4][cH:5][c:6]([F:11])[c:7]([CH:8]=[O:9])[cH:10]1.[CH3:30][C:31]#[N:32].[CH3:33][CH2:34][O:35][C:36](=[O:37])[CH3:38].[Cl+:20]([O-:21])[O-:22].[Na+:12].[Na+:23].[Na+:28].[Na+:29].[OH:13][P:14](=[O:15])([O-:16])[OH:17].[OH:18][OH:19].[S:24]([O-:25])([O-:26])=[O:27]>>[C:1](#[N:2])[c:3]1[cH:4][cH:5][c:6]([F:11])[c:7]([C:8](=[O:9])[OH:13])[cH:10]1.